This data is from the Open Reaction Database (ORD), a public repository of structured organic reaction records. The task is: describe an organic reaction: reactants, conditions, products, and yield Starting materials: BrC1=CC=C2C(=CC=NC2=C1)NC(=O)NC1=NC=CN=C1 (1-(7-bromoquinolin-4-yl)-3-(pyrazin-2-yl)urea), [C@@H]12N(C[C@@H](NC1)C2)C(=O)OC(C)(C)C ((1S,4S)-tert-butyl 2,5-diazabicyclo[2.2.1]-heptane-2-carboxylate). Yields the product N1=C(C=NC=C1)NC(NC1=CC=NC2=CC(=CC=C12)N1[C@@H]2CN([C@H](C1)C2)C(=O)OC(C)(C)C)=O ((1S,4S)-Tert-butyl 5-(4-(3-pyrazin-2-ylureido)quinolin-7-yl)-2,5-diaza bicyclo[2.2.1]-heptane-2-carboxylate). Reaction SMILES: Br[C:2]1[CH:11]=[C:10]2[C:5]([C:6]([NH:12][C:13]([NH:15][C:16]3[CH:21]=[N:20][CH:19]=[CH:18][N:17]=3)=[O:14])=[CH:7][CH:8]=[N:9]2)=[CH:4][CH:3]=1.[C@H:22]12[CH2:28][C@H:25]([NH:26][CH2:27]1)[CH2:24][N:23]2[C:29]([O:31][C:32]([CH3:35])([CH3:34])[CH3:33])=[O:30]>>[N:17]1[CH:18]=[CH:19][N:20]=[CH:21][C:16]=1[NH:15][C:13](=[O:14])[NH:12][C:6]1[C:5]2[C:10](=[CH:11][C:2]([N:26]3[CH2:27][C@@H:22]4[CH2:28][C@H:25]3[CH2:24][N:23]4[C:29]([O:31][C:32]([CH3:35])([CH3:34])[CH3:33])=[O:30])=[CH:3][CH:4]=2)[N:9]=[CH:8][CH:7]=1. Reported procedure: The compound was prepared by the method described for Example 1 using 1-(7-bromoquinolin-4-yl)-3-(pyrazin-2-yl)urea and (1S,4S)-tert-butyl 2,5-diazabicyclo[2.2.1]-heptane-2-carboxylate as starting compounds. Starting materials: COC(=O)Cc1ccc(CBr)cc1, CC(c1ccc(O)cc1Cl)C(O)(c1cccc2cnccc12)C(F)(F)F. Product: COC(=O)Cc1ccc(COc2ccc(C(C)C(O)(c3cccc4cnccc34)C(F)(F)F)c(Cl)c2)cc1. Reaction SMILES: [CH3:27][O:28][C:29]([CH2:30][c:31]1[cH:32][cH:33][c:34]([CH2:37][Br:38])[cH:35][cH:36]1)=[O:39].[Cl:1][c:2]1[cH:3][c:4]([OH:26])[cH:5][cH:6][c:7]1[CH:8]([C:9]([C:10]([F:11])([F:12])[F:13])([c:14]1[c:15]2[cH:16][cH:17][n:18][cH:19][c:20]2[cH:21][cH:22][cH:23]1)[OH:24])[CH3:25]>>[Cl:1][c:2]1[cH:3][c:4]([O:26][CH2:37][c:34]2[cH:33][cH:32][c:31]([CH2:30][C:29]([O:28][CH3:27])=[O:39])[cH:36][cH:35]2)[cH:5][cH:6][c:7]1[CH:8]([C:9]([C:10]([F:11])([F:12])[F:13])([c:14]1[c:15]2[cH:16][cH:17][n:18][cH:19][c:20]2[cH:21][cH:22][cH:23]1)[OH:24])[CH3:25].